This data is from the Open Reaction Database (ORD), a public repository of structured organic reaction records. The task is: describe an organic reaction: reactants, conditions, products, and yield Starting materials: CCOC(=O)C (EtOAc), O (H2O), ClC=1N=C(C2=C(N1)CCN(C2)C(=O)OC(C)(C)C)Cl (tert-butyl 2,4-dichloro-7,8-dihydropyrido[4,3-d]pyrimidine-6(5H)-carboxylate), TEA, N1=C(C=CC=C1)CCN (2-(2-pyridyl)ethyl amine). Run in CN(C)C=O (DMF). Reaction conditions: time 8 hour. The product is C(C)(C)(C)OC(=O)N1CC2=C(N=C(N=C2NCCC2=NC=CC=C2)Cl)CC1 (tert-butyl-2-chloro-4-[(2-pyridin-2-ylethyl)amino]-7,8-dihydropyrido[4,3-d]-pyrimidine-6(5H)-carboxylate). Isolated yield 74.8%. Reaction SMILES: [Cl:1][C:2]1[N:3]=[C:4](Cl)[C:5]2[CH2:11][N:10]([C:12]([O:14][C:15]([CH3:18])([CH3:17])[CH3:16])=[O:13])[CH2:9][CH2:8][C:6]=2[N:7]=1.[N:20]1[CH:25]=[CH:24][CH:23]=[CH:22][C:21]=1[CH2:26][CH2:27][NH2:28].CCOC(C)=O.O>CN(C=O)C>[C:15]([O:14][C:12]([N:10]1[CH2:9][CH2:8][C:6]2[N:7]=[C:2]([Cl:1])[N:3]=[C:4]([NH:28][CH2:27][CH2:26][C:21]3[CH:22]=[CH:23][CH:24]=[CH:25][N:20]=3)[C:5]=2[CH2:11]1)=[O:13])([CH3:18])([CH3:17])[CH3:16]. Procedure details: A solution of tert-butyl 2,4-dichloro-7,8-dihydropyrido[4,3-d]pyrimidine-6(5H)-carboxylate (100 mg, 0.329 mmol) and TEA (0.137 mL, 0.986 mmol) in DMF (1.5 mL) was treated with 2-(2-pyridyl)ethyl amine (40.2 mg, 0.329 mmol). The mixture was stirred overnight at room temperature. The reaction mixture was EtOAc (10 mL) and H2O (10 mL), and extracted with EtOAc (2×10 mL). The combined organic phases were washed with H2O (10 mL) and brine (10 mL), dried over Na2SO4, filtered, and concentrated in vacu... Starting materials: CS(C)=O, CCOC(C)=O, CCN(C(C)C)C(C)C, CCOC(=O)c1cc2c(Cl)nc(-c3ccc(Cl)cc3Cl)cn2n1, Cl, Cl, N#Cc1ccc(NCCN)nc1, O=C(O)CC(O)(CC(=O)O)C(=O)O. The product is CCOC(=O)c1cc2c(NCCNc3ccc(C#N)cn3)nc(-c3ccc(Cl)cc3Cl)cn2n1. As a reaction SMILES: [CH3:60][S:61]([CH3:62])=[O:63].[CH3:64][CH2:65][O:66][C:67](=[O:68])[CH3:69].[CH:38]([N:39]([CH2:40][CH3:41])[CH:42]([CH3:43])[CH3:44])([CH3:45])[CH3:46].[Cl:1][c:2]1[c:3]2[n:4]([cH:5][c:6](-[c:8]3[c:9]([Cl:15])[cH:10][c:11]([Cl:14])[cH:12][cH:13]3)[n:7]1)[n:16][c:17]([C:19](=[O:20])[O:21][CH2:22][CH3:23])[cH:18]2.[ClH:24].[ClH:25].[NH2:26][CH2:27][CH2:28][NH:29][c:30]1[n:31][cH:32][c:33]([C:34]#[N:35])[cH:36][cH:37]1.[OH:47][C:48]([CH2:49][C:50]([C:51](=[O:52])[OH:53])([CH2:54][C:55](=[O:56])[OH:57])[OH:58])=[O:59]>>[c:2]1([NH:26][CH2:27][CH2:28][NH:29][c:30]2[n:31][cH:32][c:33]([C:34]#[N:35])[cH:36][cH:37]2)[c:3]2[n:4]([cH:5][c:6](-[c:8]3[c:9]([Cl:15])[cH:10][c:11]([Cl:14])[cH:12][cH:13]3)[n:7]1)[n:16][c:17]([C:19](=[O:20])[O:21][CH2:22][CH3:23])[cH:18]2. The reactants are CCCCCC(O)CCCC(CCCCCCC(=O)O)SC, [O-][I+3]([O-])([O-])[O-], [Na+], [Na+], [OH-], O. Yields the product CCCCCC(O)CCCC(CCCCCCC(=O)O)S(C)=O. RXN SMILES: [CH3:1][S:2][CH:3]([CH2:4][CH2:5][CH2:6][CH2:7][CH2:8][CH2:9][C:10](=[O:11])[OH:12])[CH2:13][CH2:14][CH2:15][CH:16]([CH2:17][CH2:18][CH2:19][CH2:20][CH3:21])[OH:22].[I+3:25]([O-:26])([O-:27])([O-:28])[O-:29].[Na+:24].[Na+:30].[OH-:23].[OH2:31]>>[CH3:1][S:2]([CH:3]([CH2:4][CH2:5][CH2:6][CH2:7][CH2:8][CH2:9][C:10](=[O:11])[OH:12])[CH2:13][CH2:14][CH2:15][CH:16]([CH2:17][CH2:18][CH2:19][CH2:20][CH3:21])[OH:22])=[O:26]. As a reaction SMILES: NCC(C1C=CC=CC=1)=O.N1C=CC(C=O)=CC=1.[NH2:19][C:20]1[CH:25]=[CH:24][CH:23]=[CH:22][C:21]=1[C:26](=[O:36])[CH2:27][CH:28]([C:30]1[CH:35]=[CH:34][N:33]=[CH:32][CH:31]=1)O>CO>[NH2:19][C:20]1[CH:25]=[CH:24][CH:23]=[CH:22][C:21]=1[C:26](=[O:36])[CH:27]=[CH:28][C:30]1[CH:31]=[CH:32][N:33]=[CH:34][CH:35]=1. The reactants are NCC(=O)C1=CC=CC=C1 (2-aminoacetophenone), N1=CC=C(C=C1)C=O (pyridine-4-carbaldehyde), 50/50, NC1=C(C=CC=C1)C(CC(O)C1=CC=NC=C1)=O (1-(2-aminophenyl) 3-(4-pyridyl) 3-hydroxy 1-propanone). Procedure: The procedure is as in Example 13 starting from 4 g of 2-aminoacetophenone and 6.42 g of pyridine-4-carbaldehyde in 14 ml of methanol. 5.2 g of a 50/50 mixture of 1-(2-aminophenyl) 3-(4-pyridyl) 3-hydroxy 1-propanone and of 1-(2-aminophenyl) 3-(4-pyridyl) 2-propene-1-one are obtained. The constituents of this mixture are separated by chromatography on a silica column (eluant: mixture of 80 parts by volume of ethyl acetate and 20 parts by volume of cyclohexane). 2.3 g of 1-(2-aminophenyl) 3-(4-py... Run in CO (methanol). Product: NC1=C(C=CC=C1)C(C=CC1=CC=NC=C1)=O (1-(2-aminophenyl) 3-(4-pyridyl) 2-propene-1-one). The reactants are [Br-], Br, CCc1cc(C)cc(CC)c1N, CC(C)CCON=O, Clc1ccccc1Cl, [Na+]. Product: CCc1cc(C)cc(CC)c1Br. RXN SMILES: [Br-:15].[BrH:1].[CH2:2]([CH3:3])[c:4]1[c:5]([NH2:6])[c:7]([CH2:12][CH3:13])[cH:8][c:9]([CH3:11])[cH:10]1.[CH3:16][CH:17]([CH2:18][CH2:19][O:20][N:21]=[O:22])[CH3:23].[Cl:24][c:25]1[cH:26][cH:27][cH:28][cH:29][c:30]1[Cl:31].[Na+:14]>>[Br:1][c:5]1[c:4]([CH2:2][CH3:3])[cH:10][c:9]([CH3:11])[cH:8][c:7]1[CH2:12][CH3:13]. Starting materials: FC=1C=C2C(=CNC2=CC1)C1CCN(CC1)S(=O)(=O)N1[C@H](CCCC1)C(=O)O (1-[4-(5-fluoroindol-3-yl)piperidine-1-sulfonyl]piperidine-2-(R)-carboxylic acid), Cl.C(C1=CC=CC=C1)ON (O-benzylhydroxylamine hydrochloride salt), CN1CCOCC1 (4-methylmorpholine). Reagents/catalysts: CN(C1=CC=NC=C1)C (4-dimethylaminopyridine). The solvent is C(Cl)Cl (methylene chloride), C(Cl)Cl (methylene chloride). Reaction conditions: time 2 hour. The product is C(C1=CC=CC=C1)ONC(=O)[C@@H]1N(CCCC1)S(=O)(=O)N1CCC(CC1)C1=CNC2=CC=C(C=C12)F (N-benzyloxy-1-[4-(5-fluoroindol-3-yl)piperidine-1-sulfonyl]piperidine-2-(R)-carboxamide). The yield is 95.0%. Reaction SMILES: [F:1][C:2]1[CH:3]=[C:4]2[C:8](=[CH:9][CH:10]=1)[NH:7][CH:6]=[C:5]2[CH:11]1[CH2:16][CH2:15][N:14]([S:17]([N:20]2[CH2:25][CH2:24][CH2:23][CH2:22][C@@H:21]2[C:26](O)=[O:27])(=[O:19])=[O:18])[CH2:13][CH2:12]1.Cl.[CH2:30]([O:37][NH2:38])[C:31]1[CH:36]=[CH:35][CH:34]=[CH:33][CH:32]=1.CN1CCOCC1>C(Cl)Cl.CN(C)C1C=CN=CC=1>[CH2:30]([O:37][NH:38][C:26]([C@H:21]1[CH2:22][CH2:23][CH2:24][CH2:25][N:20]1[S:17]([N:14]1[CH2:15][CH2:16][CH:11]([C:5]2[C:4]3[C:8](=[CH:9][CH:10]=[C:2]([F:1])[CH:3]=3)[NH:7][CH:6]=2)[CH2:12][CH2:13]1)(=[O:18])=[O:19])=[O:27])[C:31]1[CH:36]=[CH:35][CH:34]=[CH:33][CH:32]=1 |f:1.2|. Procedure details: To a solution of 1-[4-(5-fluoroindol-3-yl)piperidine-1-sulfonyl]piperidine-2-(R)-carboxylic acid (0.46 g, 1.12 mmol) [prepared as described Step 2 above] in methylene chloride (10 ml) was added O-benzylhydroxylamine hydrochloride salt (0.54 g, 3.36 mmol), followed by 4-dimethylaminopyridine (0.15 g, 1.23 mmol), 4-methylmorpholine (0.38 ml, 3.47 mmol), and 1-ethyl-3-(3-dimethylaminopropyl)carbodiimlide (0.43 g, 2.24 mmol). The reaction was stirred at RT for 2 h, diluted with methylene chloride (5... Reactants: O=C(Nc1ccc(Br)cc1)C(O)Cc1ccccc1, CS(=O)(=O)Cl, CN(C)c1ccncc1, CCN(C(C)C)C(C)C, ClCCl, C1CCOC1, O. Yields the product CS(=O)(=O)OC(Cc1ccccc1)C(=O)Nc1ccc(Br)cc1. RXN SMILES: [Br:1][c:2]1[cH:3][cH:4][c:5]([NH:8][C:9]([CH:10]([CH2:11][c:12]2[cH:13][cH:14][cH:15][cH:16][cH:17]2)[OH:18])=[O:19])[cH:6][cH:7]1.[CH3:29][S:30]([Cl:31])(=[O:32])=[O:33].[CH3:43][N:44]([CH3:45])[c:46]1[cH:47][cH:48][n:49][cH:50][cH:51]1.[CH:20]([N:21]([CH:22]([CH3:23])[CH3:24])[CH2:25][CH3:26])([CH3:27])[CH3:28].[Cl:35][CH2:36][Cl:37].[O:38]1[CH2:39][CH2:40][CH2:41][CH2:42]1.[OH2:34]>>[Br:1][c:2]1[cH:3][cH:4][c:5]([NH:8][C:9]([CH:10]([CH2:11][c:12]2[cH:13][cH:14][cH:15][cH:16][cH:17]2)[O:18][S:30]([CH3:29])(=[O:32])=[O:33])=[O:19])[cH:6][cH:7]1. Reactants: O1C=C(C=C1)C=O (furan-3-carbaldehyde), C(CO)O (ethylene glycol), C1(=CC=C(C=C1)S(=O)(=O)O)C (p-toluenesulfonic acid), C1=CC=CC=C1 (benzene). Solvent: O (water). Yields the product O1C=C(C=C1)C1OCCO1 (2-(furan-3-yl)-1,3-dioxolane). As a reaction SMILES: [O:1]1[CH:5]=[CH:4][C:3]([CH:6]=[O:7])=[CH:2]1.[CH2:8](O)[CH2:9][OH:10].C1(C)C=CC(S(O)(=O)=O)=CC=1.C1C=CC=CC=1>O>[O:1]1[CH:5]=[CH:4][C:3]([CH:6]2[O:10][CH2:9][CH2:8][O:7]2)=[CH:2]1. Procedure details: As depicted in Scheme 13 above, a mixture of furan-3-carbaldehyde (1.20 mol), ethylene glycol (1.32 mol), p-toluenesulfonic acid (4.6 grams, 0.024 mol) and benzene (100 ml) is heated to reflux for 19 hours in a 500 ml round-bottomed flask fitted with a Dean-Stark trap, while water are removed from the mixture by azeotropic distillation. Once water ceases to condense, the reaction mixture is washed with saturated sodium bicarbonate (NaHCO3, 200 ml). The combined organic phase is washed with water... The reactants are C(C)(=O)C1=C(C(=C2CCCCC2=C1)CCl)O (7-acetyl-1,2,3,4-tetrahydro-6-hydroxy-5-chloromethylnaphthalene), [OH-].[K+] (potassium hydroxide), Cl (hydrochloric acid). Run in C(C)O (ethanol), C(C)O (ethanol), O (water), O (water). The product is C(C)(=O)C1=C(C(=C2CCCCC2=C1)CO)O (7-acetyl-1,2,3,4-tetrahydro-6-hydroxy-5-hydroxymethylnaphthalene). RXN SMILES: [C:1]([C:4]1[CH:13]=[C:12]2[C:7]([CH2:8][CH2:9][CH2:10][CH2:11]2)=[C:6]([CH2:14]Cl)[C:5]=1[OH:16])(=[O:3])[CH3:2].[OH-:17].[K+].Cl>C(O)C.O>[C:1]([C:4]1[CH:13]=[C:12]2[C:7]([CH2:8][CH2:9][CH2:10][CH2:11]2)=[C:6]([CH2:14][OH:17])[C:5]=1[OH:16])(=[O:3])[CH3:2] |f:1.2|. Procedure: To a solution of the product of step (a) (23.8 g) in ethanol (500 ml) was added a solution of potassium hydroxide (11.2 g) in ethanol (250 ml) and water (100 ml). The resulting mixture was heated on a steam bath for 30 minutes, poured into water (2 l) and the mixture was made acid with concentrated hydrochloric acid. It was then extracted with ethyl acetate and the extracts were dried (MgSO4), filtered and the filtrate was evaporated to dryness leaving 7-acetyl-1,2,3,4-tetrahydro-6-hydroxy-5-hyd...